Dataset: the Open Reaction Database (ORD), a public repository of structured organic reaction records. Task: describe an organic reaction: reactants, conditions, products, and yield Reactants: C(C)I (ethyl iodide), [NH4+].[Cl-] (NH4Cl), n-hexanes, NC1=CC=CC=C1 (aniline), [Li] (lithium), [Li] (lithium). The solvent is COC(C)(C)C (methyl-t-butyl ether), CN1CCCN(C1=O)C (DMPU), C1CCOC1 (THF). Conditions: temperature 0 celsius, time 30 minute. Product: C(C)NC1=CC=CC=C1 (N-ethylaniline). Yield: 87.0%. As a reaction SMILES: [NH2:1][C:2]1[CH:7]=[CH:6][CH:5]=[CH:4][CH:3]=1.[Li].[CH2:9](I)[CH3:10].[NH4+].[Cl-]>CN1C(=O)N(C)CCC1.C1COCC1.COC(C)(C)C>[CH2:9]([NH:1][C:2]1[CH:7]=[CH:6][CH:5]=[CH:4][CH:3]=1)[CH3:10] |f:3.4,^1:7|. Procedure details: To a solution of aniline 22 (386 mg, 0.474 mmol, 1.0 eq.) in DMPU (1.6 mL) at 0° C. was added lithium hexamethyldisalazide (0.950 mL, 0.950 mmol, 2.0 eq., lithium hexamethyldisalazide 1.0 M in THF). The resulting mixture was stirred at 0° C. during 30 min and added ethyl iodide (0.230 mL, 2.88 mmol, 6.1 eq.). The reaction mixture was stirred 10 min at 0° C. then allowed to warm up to rt and stirred at that temperature during 1 h. A saturated solution of NH4Cl, methyl-t-butyl ether and n-hexanes ... Reactants: C#CCBr, CN(C)C=O, [K+], [OH-], Oc1cccnc1. RXN SMILES: [CH2:10]([C:11]#[CH:12])[Br:13].[CH3:14][N:15]([CH3:16])[CH:17]=[O:18].[K+:9].[OH-:8].[OH:1][c:2]1[cH:3][n:4][cH:5][cH:6][cH:7]1>>[O:1]([c:2]1[cH:3][n:4][cH:5][cH:6][cH:7]1)[CH2:12][C:11]#[CH:10]. Product: C#CCOc1cccnc1.